From a dataset of the Open Reaction Database (ORD), a public repository of structured organic reaction records. describe an organic reaction: reactants, conditions, products, and yield The reactants are CC=1OC(=C(N1)C(=O)O)C (2,5-Dimethyl-oxazole-4-carboxylic acid), CCN(C(C)C)C(C)C (DIEA), C=1C=CC2=C(C1)N=NN2O (HOBT), Cl.Cl.COC([C@H](CC1=CC=C(C=C1)C1=C(C(=NC=C1)C)C)NC(=O)[C@H]1NCC=2C=C3C(=CC2C1)OC[C@@H](O3)C3=CC(=CC=C3)OCC3CCCC3)=O ((S)-2-{[(3S,8S)-3-(3-cyclopentylmethoxy-phenyl)-2,3,6,7,8,9-hexahydro-[1,4]dioxino[2,3-g]isoquinoline-8-carbonyl]-amino}-3-[4-(2,3-dimethyl-pyridin-4-yl)-phenyl]-propionic acid methyl ester dihydrochloride). Solvent: CO (MeOH), C(Cl)Cl (DCM), CCN=C=NCCCN(C)C (EDCI), hexanes, CCOC(=O)C (EtOAc), CCOC(=O)C (EtOAc), hexanes. Conditions: temperature 0 celsius, time 2 hour. Yields the product C1(CCCC1)COC=1C=C(C=CC1)[C@@H]1OC=2C(=CC=3C[C@H](N(CC3C2)C(=O)C=2N=C(OC2C)C)C(=O)N[C@H](C(=O)O)CC2=CC=C(C=C2)C2=C(C(=NC=C2)C)C)OC1 ((S)-2-{[(3S,8S)-3-(3-Cyclopentylmethoxy-phenyl)-7-(2,5-dimethyl-oxazole-4-carbonyl)-2,3,6,7,8,9-hexahydro-[1,4]dioxino[2,3-g]isoquinoline-8-carbonyl]-amino}-3-[4-(2,3-dimethyl-pyridin-4-yl)-phenyl]-propionic acid). The yield is 69.4%. RXN SMILES: [CH3:1][C:2]1[O:3][C:4]([CH3:10])=[C:5]([C:7]([OH:9])=O)[N:6]=1.C1C=CC2N(O)N=NC=2C=1.Cl.Cl.C[O:24][C:25](=[O:72])[C@@H:26]([NH:42][C:43]([C@@H:45]1[CH2:54][C:53]2[CH:52]=[C:51]3[O:55][CH2:56][C@H:57]([C:59]4[CH:64]=[CH:63][CH:62]=[C:61]([O:65][CH2:66][CH:67]5[CH2:71][CH2:70][CH2:69][CH2:68]5)[CH:60]=4)[O:58][C:50]3=[CH:49][C:48]=2[CH2:47][NH:46]1)=[O:44])[CH2:27][C:28]1[CH:33]=[CH:32][C:31]([C:34]2[CH:39]=[CH:38][N:37]=[C:36]([CH3:40])[C:35]=2[CH3:41])=[CH:30][CH:29]=1.CCN(C(C)C)C(C)C>C(Cl)Cl.CCN=C=NCCCN(C)C.CCOC(C)=O.CO>[CH:67]1([CH2:66][O:65][C:61]2[CH:60]=[C:59]([C@H:57]3[CH2:56][O:55][C:51]4=[CH:52][C:53]5[CH2:54][C@@H:45]([C:43]([NH:42][C@@H:26]([CH2:27][C:28]6[CH:33]=[CH:32][C:31]([C:34]7[CH:39]=[CH:38][N:37]=[C:36]([CH3:40])[C:35]=7[CH3:41])=[CH:30][CH:29]=6)[C:25]([OH:72])=[O:24])=[O:44])[N:46]([C:7]([C:5]6[N:6]=[C:2]([CH3:1])[O:3][C:4]=6[CH3:10])=[O:9])[CH2:47][C:48]=5[CH:49]=[C:50]4[O:58]3)[CH:64]=[CH:63][CH:62]=2)[CH2:71][CH2:70][CH2:69][CH2:68]1 |f:2.3.4|. Reported procedure: 2,5-Dimethyl-oxazole-4-carboxylic acid (6 mg) was taken in 1 mL of anhydrous DCM and EDCI (9 mg), HOBT (7 mg) and (S)-2-{[(3S,8S)-3-(3-cyclopentylmethoxy-phenyl)-2,3,6,7,8,9-hexahydro-[1,4]dioxino[2,3-g]isoquinoline-8-carbonyl]-amino}-3-[4-(2,3-dimethyl-pyridin-4-yl)-phenyl]-propionic acid methyl ester dihydrochloride (22 mg) and stirred for 5 minutes. The reaction mixture was cooled to 0° C. and DIEA (25 mg) was added and reaction was stirred at room temperature for 2 hours. After the reaction ... Starting materials: FC(C(N)=S)(F)F (2,2,2-Trifluoroethanethioamide), BrCC(=O)C1=C(C=CC=C1)O (2-bromo-1-(2-hydroxyphenyl)ethanone), [P] (Phosphorus), [S] (Sulfur). Solvent: C(C)O (ethanol), C(C)O (ethanol). Yields the product FC(C=1SC=C(N1)C1=C(C=CC=C1)O)(F)F (2-[2-(trifluoromethyl)-1,3-thiazol-4-yl]phenol). Reaction SMILES: [F:1][C:2]([F:7])([F:6])[C:3](=[S:5])[NH2:4].[P].[S].Br[CH2:11][C:12]([C:14]1[CH:19]=[CH:18][CH:17]=[CH:16][C:15]=1[OH:20])=O>C(O)C>[F:1][C:2]([F:7])([F:6])[C:3]1[S:5][CH:11]=[C:12]([C:14]2[CH:19]=[CH:18][CH:17]=[CH:16][C:15]=2[OH:20])[N:4]=1 |^3:8|. Reported procedure: 2,2,2-Trifluoroethanethioamide (which may be prepared by the method of J. H. Hillhouse et al., Phosphorus, Sulfur Relat. Elem. 1986, 26, 169-84) (157 mg, 1.22 mmol) in ethanol (1.3 mL) was added drop-wise to a solution of 2-bromo-1-(2-hydroxyphenyl)ethanone (119 mg, 0.55 mmol) in ethanol (1.3 mL) and the reaction was refluxed overnight. The reaction was concentrated in vacuo and purified via silica gel chromatography (Gradient: 5% to 20% ethyl acetate in heptane) to afford the title compound. Yi... Reaction SMILES: [C:1]1([C@H:11]([NH2:13])[CH3:12])[C:10]2[C:5](=[CH:6][CH:7]=[CH:8][CH:9]=2)[CH:4]=[CH:3][CH:2]=1.FC(F)(F)C1C=C(C=CC=O)C=CC=1>>[C:1]1([CH:11]([NH2:13])[CH3:12])[C:10]2[C:5](=[CH:6][CH:7]=[CH:8][CH:9]=2)[CH:4]=[CH:3][CH:2]=1. Starting materials: C1(=CC=CC2=CC=CC=C12)[C@@H](C)N ((R)-(+)-1-(1-naphthyl)ethylamine), FC(C=1C=C(C=CC1)C=CC=O)(F)F (3-[3-(trifluoromethyl)phenyl]propenaldehyde). Yields the product C1(=CC=CC2=CC=CC=C12)C(C)N (1-(1-naphthyl)ethylamine). Procedure details: which includes the following steps: a) reacting (R)-(+)-1-(1-naphthyl)ethylamine (II) with 3-[3-(trifluoromethyl)phenyl]propenaldehyde (III) to afford the non isolated intermediate (R)—N-[3-[3-(trifluoromethyl)phenyl]-2-propenylimino-N-[1-(1-naphthyl)ethylamine (IV) Starting materials: CC1=C(C=CC(=C1)C2=CSC(=N2)N)F (2-amino-4-(4′-fluoro-3′-methyl)phenylthiazole), ClC1=C(C(=CC(=C1)Cl)C)S(=O)(=O)Cl (2,4-dichloro-6-methylbenzenesulfonyl chloride). The product is ClC1=C(C(=CC(=C1)Cl)C)S(=O)(=O)NC=1SC=C(N1)C1=CC(=C(C=C1)F)C (2,4-Dichloro-N-[4-(4-fluoro-3-methylphenyl)-1,3-thiazol-2-yl]-6-methylbenzenesulfonamide), solid. As a reaction SMILES: [CH3:1][C:2]1[CH:7]=[C:6]([C:8]2[N:12]=[C:11]([NH2:13])[S:10][CH:9]=2)[CH:5]=[CH:4][C:3]=1[F:14].[Cl:15][C:16]1[CH:21]=[C:20]([Cl:22])[CH:19]=[C:18]([CH3:23])[C:17]=1[S:24](Cl)(=[O:26])=[O:25]>>[Cl:15][C:16]1[CH:21]=[C:20]([Cl:22])[CH:19]=[C:18]([CH3:23])[C:17]=1[S:24]([NH:13][C:11]1[S:10][CH:9]=[C:8]([C:6]2[CH:5]=[CH:4][C:3]([F:14])=[C:2]([CH3:1])[CH:7]=2)[N:12]=1)(=[O:26])=[O:25]. Reported procedure: The title compound was prepared from 2-amino-4-(4′-fluoro-3′-methyl)phenylthiazole and 2,4-dichloro-6-methylbenzenesulfonyl chloride as described in the synthetic METHOD B to give a white solid (28.4 mg) with purity >90%. MS (pos) m/z 431.1, 433.1.